Dataset: the Open Reaction Database (ORD), a public repository of structured organic reaction records. Task: describe an organic reaction: reactants, conditions, products, and yield The reactants are COC(=O)c1coc(-c2cccc(C3=Nc4ccc(-n5cccc5)cc4NC(=O)C3)c2)n1, OCCNCCO. Product: O=C1CC(c2cccc(-c3nc(C(=O)N(CCO)CCO)co3)c2)=Nc2ccc(-n3cccc3)cc2N1. RXN SMILES: [CH3:1][O:2][C:3](=[O:4])[c:5]1[n:6][c:7](-[c:10]2[cH:11][c:12]([C:16]3=[N:22][c:21]4[c:20]([cH:26][c:25](-[n:27]5[cH:28][cH:29][cH:30][cH:31]5)[cH:24][cH:23]4)[NH:19][C:18](=[O:32])[CH2:17]3)[cH:13][cH:14][cH:15]2)[o:8][cH:9]1.[OH:33][CH2:34][CH2:35][NH:36][CH2:37][CH2:38][OH:39]>>[C:3](=[O:4])([c:5]1[n:6][c:7](-[c:10]2[cH:11][c:12]([C:16]3=[N:22][c:21]4[c:20]([cH:26][c:25](-[n:27]5[cH:28][cH:29][cH:30][cH:31]5)[cH:24][cH:23]4)[NH:19][C:18](=[O:32])[CH2:17]3)[cH:13][cH:14][cH:15]2)[o:8][cH:9]1)[N:36]([CH2:35][CH2:34][OH:33])[CH2:37][CH2:38][OH:39]. Reactants: OC1=NC2=C(NN=N2)C=C1 (hydroxyazabenzotriazole), C(C)N=C=NCCCN(C)C (1-Ethyl-3-(3-dimethylaminopropyl)carbodiimide), ClC=1C=C(C=C(C1F)Cl)[C@@]1(CC(=NO1)C1=CC(=C(C(=O)O)C=C1)C)C(F)(F)F (4-[(5S)-5-(3,5-dichloro-4-fluoro-phenyl)-5-(trifluoromethyl)-4H-isoxazol-3-yl]-2-methyl-benzoic acid), Cl.O=S1(CC(C1)N)=O (1,1-dioxothietan-3-amine hydrochloride). Run in C(C)N(CC)CC (triethylamine), C(C)(=O)OCC (ethyl acetate), CN(C=O)C (N,N-dimethylformamide), CN(C=O)C (N,N-dimethylformamide). Reaction conditions: time 8 hour. Product: ClC=1C=C(C=C(C1F)Cl)[C@@]1(CC(=NO1)C1=CC(=C(C(=O)NC2CS(C2)(=O)=O)C=C1)C)C(F)(F)F (4-[(5S)-5-(3,5-dichloro-4-fluoro-phenyl)-5-(trifluoromethyl)-4H-isoxazol-3-yl]-N-(1,1-dioxothietan-3-yl)-2-methyl-benzamide). The yield is 62.2%. As a reaction SMILES: Cl.[O:2]=[S:3]1(=[O:8])[CH2:6][CH:5]([NH2:7])[CH2:4]1.OC1C=CC2NN=NC=2N=1.C(N=C=NCCCN(C)C)C.[Cl:30][C:31]1[CH:32]=[C:33]([C@@:39]2([C:54]([F:57])([F:56])[F:55])[O:43][N:42]=[C:41]([C:44]3[CH:52]=[CH:51][C:47]([C:48](O)=[O:49])=[C:46]([CH3:53])[CH:45]=3)[CH2:40]2)[CH:34]=[C:35]([Cl:38])[C:36]=1[F:37]>CN(C)C=O.C(OCC)(=O)C.C(N(CC)CC)C>[Cl:30][C:31]1[CH:32]=[C:33]([C@@:39]2([C:54]([F:56])([F:57])[F:55])[O:43][N:42]=[C:41]([C:44]3[CH:52]=[CH:51][C:47]([C:48]([NH:7][CH:5]4[CH2:6][S:3](=[O:8])(=[O:2])[CH2:4]4)=[O:49])=[C:46]([CH3:53])[CH:45]=3)[CH2:40]2)[CH:34]=[C:35]([Cl:38])[C:36]=1[F:37] |f:0.1|. Procedure: A 100 mL vessel was charged with 1,1-dioxothietan-3-amine hydrochloride (1.2 g) in 25 mL of N,N-dimethylformamide followed by successive addition of triethylamine (2.1 mL), hydroxyazabenzotriazole (1 g), 1-Ethyl-3-(3-dimethylaminopropyl)carbodiimide (1.4 g) and 4-[(5S)-5-(3,5-dichloro-4-fluoro-phenyl)-5-(trifluoromethyl)-4H-isoxazol-3-yl]-2-methyl-benzoic acid (2.6 g) dissolved in N,N-dimethylformamide (5 mL). The mixture was then stirred overnight at room temperature. The reaction mixture was d... Starting materials: BrC1=C(OC2CCN(CC2)C2=NOC(=N2)C2=NN(C=C2)CC(=O)OCC)C=C(C=C1)F (ethyl (3-{3-[4-(2-bromo-5-fluorophenoxy)piperidin-1-yl]-1,2,4-oxadiazol-5-yl}-1H-pyrazol-1-yl)acetate), [OH-].[Na+] (NaOH). Yields the product BrC1=C(OC2CCN(CC2)C2=NOC(=N2)C2=NN(C=C2)CC(=O)O)C=C(C=C1)F ((3-{3-[4-(2-Bromo-5-fluorophenoxy)piperidin-1-yl]-1,2,4-oxadiazol-5-yl}-1H-pyrazol-1-yl)acetic acid). Reaction SMILES: [Br:1][C:2]1[CH:30]=[CH:29][C:28]([F:31])=[CH:27][C:3]=1[O:4][CH:5]1[CH2:10][CH2:9][N:8]([C:11]2[N:15]=[C:14]([C:16]3[CH:20]=[CH:19][N:18]([CH2:21][C:22]([O:24]CC)=[O:23])[N:17]=3)[O:13][N:12]=2)[CH2:7][CH2:6]1.[OH-].[Na+]>>[Br:1][C:2]1[CH:30]=[CH:29][C:28]([F:31])=[CH:27][C:3]=1[O:4][CH:5]1[CH2:10][CH2:9][N:8]([C:11]2[N:15]=[C:14]([C:16]3[CH:20]=[CH:19][N:18]([CH2:21][C:22]([OH:24])=[O:23])[N:17]=3)[O:13][N:12]=2)[CH2:7][CH2:6]1 |f:1.2|. Procedure details: The title compound was prepared in a similar manner as described in Example 7 (step 5) from ethyl (3-{3-[4-(2-bromo-5-fluorophenoxy)piperidin-1-yl]-1,2,4-oxadiazol-5-yl}-1H-pyrazol-1-yl)acetate and aqueous NaOH. 1H NMR (500 MHz, acetone-d6): δ7.97 (s, 1H), 7.62 (t, 1H), 7.12 (d, 1H), 6.94 (s, 1H), 6.75 (s, 1H), 5.22 (s, 2H), 4.91 (s, 1H), 3.82-3.75 (m, 2H), 3.63-3.57 (m, 2H), 2.16-2.07 (m, 2H), 1.94 (s, 2H). MS: m/z 466, 468 (MH+). Reactants: O1C(CCCC1)OCC1=C(C(=CC=C1)COC1OCCCC1)Br (2,6-di(tetrahydro-2H-2-pyranyloxymethyl)-phenyl bromide), [Li]CCCC (n-BuLi), C1=CC=NC(=C1)C=O (2-pyridylcarboxaldehyde), CN(C)CCN(C)C (TMEDA). Run in CCOCC (ether). Reaction conditions: time 1.5 hour. Yields the product N1=C(C=CC=C1)C(O)C1=C(C=CC=C1COC1OCCCC1)COC1OCCCC1 (1-(2-pyridyl)-1-[2,6-di(tetrahydro-2H-2-pyranyloxymethyl)phenyl]-methanol). Isolated yield 72.6%. RXN SMILES: [O:1]1[CH2:6][CH2:5][CH2:4][CH2:3][CH:2]1[O:7][CH2:8][C:9]1[CH:14]=[CH:13][CH:12]=[C:11]([CH2:15][O:16][CH:17]2[CH2:22][CH2:21][CH2:20][CH2:19][O:18]2)[C:10]=1Br.[Li]CCCC.CN(CCN(C)C)C.[CH:37]1[CH:42]=[C:41]([CH:43]=[O:44])[N:40]=[CH:39][CH:38]=1>CCOCC>[N:40]1[CH:39]=[CH:38][CH:37]=[CH:42][C:41]=1[CH:43]([C:10]1[C:9]([CH2:8][O:7][CH:2]2[CH2:3][CH2:4][CH2:5][CH2:6][O:1]2)=[CH:14][CH:13]=[CH:12][C:11]=1[CH2:15][O:16][CH:17]1[CH2:22][CH2:21][CH2:20][CH2:19][O:18]1)[OH:44]. Procedure: To a solution of 2,6-di(tetrahydro-2H-2-pyranyloxymethyl)-phenyl bromide (15.5 g, 39 mmol) in ether at -30° C. was added n-BuLi (2.5M, 16.4 ml, 41 mmol) and the mixture was allowed to warm to room temperature and stirred for 1.5 hours. The mixture was cooled to 0° C., and TMEDA (4.56 g, 37 mmol) was added, and the resulting mixture was cooled to -50° C. After stirring for 20 minutes, 2-pyridylcarboxaldehyde (6.31 g, 58 mmol) was added. The above mixture was warmed to room temperature over a peri... Reactants: ClC1=CN=C2C=3C(C(N(CC13)[C@@H](C(=O)O)C(C)(C)C)=O)=CN2 ((R)-2-(6-chloro-3-oxopyrrolo[4,3,2-de][2,6]naphthyridin-4(1H,3H,5H)-yl)-3,3-dimethylbutanoic acid), NCCC#N (3-aminopropanenitrile), C=1C=CC2=C(C1)N=NN2O (HOBt), C(CCl)Cl (EDC). The reagents and catalysts are CN(C1=CC=NC=C1)C (N,N-dimethylpyridin-4-amine). The solvent is CN(C)C=O (DMF). Product: ClC1=CN=C2C=3C(C(N(CC13)[C@@H](C(=O)NCCC#N)C(C)(C)C)=O)=CN2 ((R)-2-(6-chloro-3-oxopyrrolo[4,3,2-de][2,6]naphthyridin-4(1H,3H,5H)-yl)-N-(2-cyanoethyl)-3,3-dimethylbutanamide). The yield is 53.5%. As a reaction SMILES: [Cl:1][C:2]1[C:11]2[CH2:10][N:9]([C@H:12]([C:16]([CH3:19])([CH3:18])[CH3:17])[C:13]([OH:15])=O)[C:8](=[O:20])[C:7]3=[CH:21][NH:22][C:5]([C:6]=23)=[N:4][CH:3]=1.[NH2:23][CH2:24][CH2:25][C:26]#[N:27].C1C=CC2N(O)N=NC=2C=1.C(Cl)CCl>CN(C)C1C=CN=CC=1.CN(C=O)C>[Cl:1][C:2]1[C:11]2[CH2:10][N:9]([C@H:12]([C:16]([CH3:17])([CH3:19])[CH3:18])[C:13]([NH:27][CH2:26][CH2:25][C:24]#[N:23])=[O:15])[C:8](=[O:20])[C:7]3=[CH:21][NH:22][C:5]([C:6]=23)=[N:4][CH:3]=1. Reported procedure: To an 8 mL scintillation vial equipped for stirring was added (R)-2-(6-chloro-3-oxopyrrolo[4,3,2-de][2,6]naphthyridin-4(1H,3H,5H)-yl)-3,3-dimethylbutanoic acid (5 mg, 0.016 mmol). DMF (0.5 mL), 3-aminopropanenitrile (1.089 mg, 0.016 mmol), HOBt (3.57 mg, 0.023 mmol), EDC (4.47 mg, 0.023 mmol) and N,N-dimethylpyridin-4-amine (1.898 mg, 0.016 mmol) were added and the solution was stirred at 25° C. for 4 h. The reaction mixture was purified via preparative mass trigger LC-MS (AcCN/H2O, 20-50%). The... Starting materials: Cl (hydrochloric acid), C(C)(=O)NC=1SC(=CN1)SC1=CC=C(C=C1)OC (2-acetylamino-5-(4-methoxyphenylthio)thiazole). The solvent is C(C)O (ethanol). Yields the product NC=1SC(=CN1)SC1=CC=C(C=C1)OC (2-amino-5-(4-methoxyphenylthio)thiazole). Isolated yield 86.5%. As a reaction SMILES: C([NH:4][C:5]1[S:6][C:7]([S:10][C:11]2[CH:16]=[CH:15][C:14]([O:17][CH3:18])=[CH:13][CH:12]=2)=[CH:8][N:9]=1)(=O)C.Cl>C(O)C>[NH2:4][C:5]1[S:6][C:7]([S:10][C:11]2[CH:16]=[CH:15][C:14]([O:17][CH3:18])=[CH:13][CH:12]=2)=[CH:8][N:9]=1. Procedure: A mixture of 2-acetylamino-5-(4-methoxyphenylthio)thiazole (1.7 g) in a mixture of ethanol (40 ml) and aqueous 6N hydrochloric acid (6 ml) was refluxed for 4 hours with stirring. The reaction mixture was concentrated under reduced pressure and the residue was dissolved in water. The solution was adjusted to pH 10 using aqueous sodium hydroxide under cooling. The precipitates were collected by filtration, washed with water and recrystallized from ethanol to give 2-amino-5-(4-methoxyphenylthio)thi... The reactants are Cl.CC(C#C/C=C/CN(C)CC1=CC(=CC(=C1)C)C(=C)C)(C)C (trans-N-(6,6-Dimethyl-2-hepten-4-ynyl)-N-methyl-(3-isopropenyl-5-methylbenzyl)amine Hydrochloride), C(CCC)[Li] (n-butyl lithium), CCCCCC (n-hexane), ice water. Reagents/catalysts: [Br-].C[P+](C1=CC=CC=C1)(C1=CC=CC=C1)C1=CC=CC=C1 (Methyl triphenylphosphonium bromide). Run in C1=CC=CC=C1 (benzene), C1=CC=CC=C1 (benzene). Yields the product C(C)(C)(C)C1=CC=C(CN(C)CC2=CC(=CC=C2)C(=C)CC)C=C1 (N-(4-tert-Butylbenzyl)-N-methyl-[3-(1-ethylvinyl)benzyl]amine). The yield is 63.0%. RXN SMILES: [CH2:1]([Li])[CH2:2]CC.[CH3:6]CCCCC.Cl.[CH3:13][C:14]([CH3:34])([CH3:33])[C:15]#[C:16]/[CH:17]=[CH:18]/[CH2:19][N:20]([CH2:22][C:23]1[CH:28]=[C:27](C)[CH:26]=[C:25]([C:30]([CH3:32])=[CH2:31])[CH:24]=1)[CH3:21]>[Br-].C[P+](C1C=CC=CC=1)(C1C=CC=CC=1)C1C=CC=CC=1.C1C=CC=CC=1>[C:14]([C:15]1[CH:16]=[CH:17][C:18]([CH2:19][N:20]([CH2:22][C:23]2[CH:28]=[CH:27][CH:26]=[C:25]([C:30]([CH2:32][CH3:6])=[CH2:31])[CH:24]=2)[CH3:21])=[CH:2][CH:1]=1)([CH3:13])([CH3:33])[CH3:34] |f:2.3,4.5|. Reported procedure: Methyl triphenylphosphonium bromide (0.18 g; 4.94×10−1 mmol) was added to benzene (7 ml). While the mixture was stirred under nitrogen atmosphere at room temperature, n-butyl lithium in n-hexane (1.56 M: 0.32 ml; 5.00×10−1 mmol) was added dropwise. The mixture was stirred for 5 minutes, and Compound 19 (0.08 g; 2.47×10−1 mmol) in benzene (5 ml) was added dropwise thereto, followed by heating under reflux for 2 hours. The mixture was brought to room temperature, and the reaction was stopped by po... Reactants: IC=1N=C(N(C1)CCN1CCCC1)C1CCN(CC1)C(=O)OC(C)(C)C (tert-butyl 4-(4-iodo-1-(2-(pyrrolidin-1-yl)ethyl)-1H-imidazol-2-yl)piperidine-1-carboxylate), C(C)=O (acetaldehyde), C(CCC)[Li] (n-butyllithium), hexanes. Solvent: O1CCCC1 (tetrahydrofuran). Reaction conditions: temperature -70 celsius, time 8 hour. Product: OC(C)C=1N=C(N(C1)CCN1CCCC1)C1CCN(CC1)C(=O)OC(C)(C)C (tert-butyl 4-(4-(1-hydroxyethyl)-1-(2-(pyrrolidin-1-yl)ethyl)-1H-imidazol-2-yl)piperidine-1-carboxylate). Reaction SMILES: I[C:2]1[N:3]=[C:4]([CH:14]2[CH2:19][CH2:18][N:17]([C:20]([O:22][C:23]([CH3:26])([CH3:25])[CH3:24])=[O:21])[CH2:16][CH2:15]2)[N:5]([CH2:7][CH2:8][N:9]2[CH2:13][CH2:12][CH2:11][CH2:10]2)[CH:6]=1.C([Li])CCC.[CH:32](=[O:34])[CH3:33]>O1CCCC1>[OH:34][CH:32]([C:2]1[N:3]=[C:4]([CH:14]2[CH2:19][CH2:18][N:17]([C:20]([O:22][C:23]([CH3:26])([CH3:25])[CH3:24])=[O:21])[CH2:16][CH2:15]2)[N:5]([CH2:7][CH2:8][N:9]2[CH2:13][CH2:12][CH2:11][CH2:10]2)[CH:6]=1)[CH3:33]. Reported procedure: Combine tert-butyl 4-(4-iodo-1-(2-(pyrrolidin-1-yl)ethyl)-1H-imidazol-2-yl)piperidine-1-carboxylate (40.00 g, 82.63 mmol) and tetrahydrofuran (600 mL). Cool to −70° C. under nitrogen. Add 2.5 M n-butyllithium in hexanes (67.76 mL, 2.1 eq) dropwise. Add acetaldehyde (23.22 mL, 5.0 eq) and stir for 15 minutes. Quench over aqueous saturated ammonium chloride (75 mL). Separate the layers. Wash the aqueous phase with methyl tert-butyl ether. Wash the organics with water and aqueous saturated sodium c...